From a dataset of the Open Reaction Database (ORD), a public repository of structured organic reaction records. describe an organic reaction: reactants, conditions, products, and yield The reactants are NC=1C(=NC(=NC1NC1=C(C=CC=C1)OC)C1=CC(=CC=C1)O)C(=O)OCC (Ethyl 5-amino-2-(3-hydroxyphenyl)-6-(2-methoxyphenylamino)pyrimidine-4-carboxylate), NC=1C(=NC(=NC1NC1=C(C=CC=C1)OC)Cl)C(=O)OCC (ethyl 5-amino-2-chloro-6-(2-methoxyphenylamino)pyrimidine-4-carboxylate), OC=1C=C(C=CC1)B(O)O (3-hydroxyphenylboronic acid), P(=O)([O-])([O-])[O-].[K+].[K+].[K+] (potassium phosphate), C1(CCCCC1)P(C1=C(C=CC=C1)C1=C(C=CC=C1OC)OC)C1CCCCC1 (dicyclohexyl(2′,6′-dimethoxybiphenyl-2-yl)phosphine). Reagents/catalysts: C(C)(=O)[O-].[Pd+2].C(C)(=O)[O-] (palladium (II) acetate). The solvent is O1CCCC1 (tetrahydrofuran), O (water). Product: OC=1C=C(C=CC1)C1=NC(=C2N=CN(C2=N1)C1=C(C=CC=C1)OC)C(=O)N (2-(3-HYDROXYPHENYL)-9-(2-METHOXYPHENYL)-9H-PURINE-6-CARBOXAMIDE). Isolated yield 12.0%. As a reaction SMILES: [NH2:1][C:2]1[C:3]([C:24]([O:26]CC)=O)=[N:4][C:5]([C:17]2[CH:22]=[CH:21][CH:20]=[C:19]([OH:23])[CH:18]=2)=[N:6][C:7]=1[NH:8][C:9]1C=CC=CC=1OC.[NH2:29]C1C(C(OCC)=O)=NC(Cl)=NC=1NC1C=CC=CC=1OC.OC1C=C(B(O)O)C=CC=1.P([O-])([O-])([O-])=O.[K+].[K+].[K+].C1(P(C2CCCCC2)C2C=CC=CC=2[C:82]2[C:87]([O:88][CH3:89])=[CH:86][CH:85]=[CH:84][C:83]=2OC)CCCCC1>O1CCCC1.O.C([O-])(=O)C.[Pd+2].C([O-])(=O)C>[OH:23][C:19]1[CH:18]=[C:17]([C:5]2[N:6]=[C:7]3[C:2]([N:1]=[CH:9][N:8]3[C:82]3[CH:83]=[CH:84][CH:85]=[CH:86][C:87]=3[O:88][CH3:89])=[C:3]([C:24]([NH2:29])=[O:26])[N:4]=2)[CH:22]=[CH:21][CH:20]=1 |f:3.4.5.6,10.11.12|. Reported procedure: Ethyl 5-amino-2-(3-hydroxyphenyl)-6-(2-methoxyphenylamino)pyrimidine-4-carboxylate. In a microwave flask was placed ethyl 5-amino-2-chloro-6-(2-methoxyphenylamino)pyrimidine-4-carboxylate (404 mg, 1.252 mmol), 3-hydroxyphenylboronic acid (259 mg, 1.878 mmol), potassium phosphate (531 mg, 2.504 mmol), dicyclohexyl(2′,6′-dimethoxybiphenyl-2-yl)phosphine (77 mg, 0.188 mmol) and palladium (II) acetate (42.2 mg, 0.188 mmol) in tetrahydrofuran (20 mL) and water (2 mL) and the reaction mixture was heat... Reactants: COC1=CC=C(C=C1)C(C1=CC=CC=C1)(C1=CC=C(C=C1)OC)NC1=N[C@](C(C(N1C)=O)(C)C)(C)C1=C(C=CC(=C1)Br)F ((S)-2-{[bis-(4-methoxy-phenyl)-phenyl-methyl]-amino}-6-(5-bromo-2-fluoro-phenyl)-3,5,5,6-tetramethyl-5,6-dihydro-3H-pyrimidin-4-one), COC1=CC=C(C=C1)C(C1=CC=CC=C1)(C1=CC=C(C=C1)OC)NC1=N[C@](C(C(N1C)=O)(C)C)(C)C1=C(C=CC(=C1)Br)F ((S)-2-{[bis-(4-methoxy-phenyl)-phenyl-methyl]-amino}-6-(5-bromo-2-fluoro-phenyl)-3,5,5,6-tetramethyl-5,6-dihydro-3H-pyrimidin-4-one), NC1=CC(=C(C#N)C=C1F)F (4-amino-2,5-difluoro-benzonitrile). Yields the product NC=1N(C(C([C@@](N1)(C)C=1C=C(C=CC1F)NC1=CC(=C(C#N)C=C1F)F)(C)C)=O)C ((S)-4-(3-(2-Amino-1,4,5,5-tetramethyl-6-oxo-1,4,5,6-tetrahydropyrimidin-4-yl)-4-fluorophenylamino)-2,5-difluorobenzonitrile). As a reaction SMILES: COC1C=CC(C([NH:24][C:25]2[N:30]([CH3:31])[C:29](=[O:32])[C:28]([CH3:34])([CH3:33])[C@:27]([C:36]3[CH:41]=[C:40](Br)[CH:39]=[CH:38][C:37]=3[F:43])([CH3:35])[N:26]=2)(C2C=CC(OC)=CC=2)C2C=CC=CC=2)=CC=1.[NH2:44][C:45]1[C:52]([F:53])=[CH:51][C:48]([C:49]#[N:50])=[C:47]([F:54])[CH:46]=1>>[NH2:24][C:25]1[N:30]([CH3:31])[C:29](=[O:32])[C:28]([CH3:33])([CH3:34])[C@:27]([C:36]2[CH:41]=[C:40]([NH:44][C:45]3[C:52]([F:53])=[CH:51][C:48]([C:49]#[N:50])=[C:47]([F:54])[CH:46]=3)[CH:39]=[CH:38][C:37]=2[F:43])([CH3:35])[N:26]=1. Procedure details: The coupling of (S)-2-{[bis-(4-methoxy-phenyl)-phenyl-methyl]-amino}-6-(5-bromo-2-fluoro-phenyl)-3,5,5,6-tetramethyl-5,6-dihydro-3H-pyrimidin-4-one (intermediate K) and 4-amino-2,5-difluoro-benzonitrile according to procedure A followed by deprotection yielded the title compound as a white foam. MS (ESI): m/z=416.3 [M+H]+. Starting materials: CO, ClCCl, COC(=O)c1ccc(Oc2ccc(C(Cc3ccncc3)c3ccc(OC(F)F)c(OC(F)F)c3)cn2)cc1. The product is COC(=O)c1ccc(Oc2ccc(C(Cc3cc[n+]([O-])cc3)c3ccc(OC(F)F)c(OC(F)F)c3)cn2)cc1. Reaction SMILES: [CH3:40][OH:41].[Cl:42][CH2:43][Cl:44].[F:1][CH:2]([O:3][c:4]1[cH:5][c:6]([CH:14]([CH2:15][c:16]2[cH:17][cH:18][n:19][cH:20][cH:21]2)[c:22]2[cH:23][n:24][c:25]([O:28][c:29]3[cH:30][cH:31][c:32]([C:35](=[O:36])[O:37][CH3:38])[cH:33][cH:34]3)[cH:26][cH:27]2)[cH:7][cH:8][c:9]1[O:10][CH:11]([F:12])[F:13])[F:39]>>[F:1][CH:2]([O:3][c:4]1[cH:5][c:6]([CH:14]([CH2:15][c:16]2[cH:17][cH:18][n+:19]([O-:41])[cH:20][cH:21]2)[c:22]2[cH:23][n:24][c:25]([O:28][c:29]3[cH:30][cH:31][c:32]([C:35](=[O:36])[O:37][CH3:38])[cH:33][cH:34]3)[cH:26][cH:27]2)[cH:7][cH:8][c:9]1[O:10][CH:11]([F:12])[F:13])[F:39]. Reactants: NC1=C(C2=C(S1)C=C(C=C2)OC)C(=O)OCC (ethyl 2-amino-6-methoxybenzo[b]thiophene-3-carboxylate), FC1=C(C=CC(=C1)F)[N+](=O)[O-] (2,4-difluoronitrobenzene). Solvent: CS(=O)C (dimethyl sulfoxide). The product is FC=1C=CC(=C(NC2=C(C3=C(S2)C=C(C=C3)OC)C(=O)OCC)C1)[N+](=O)[O-] (ethyl 2-(5-fluoro-2-nitroanilino)-6-methoxybenzo[b]thiophene-3-carboxylate). Reaction SMILES: [NH2:1][C:2]1[S:6][C:5]2[CH:7]=[C:8]([O:11][CH3:12])[CH:9]=[CH:10][C:4]=2[C:3]=1[C:13]([O:15][CH2:16][CH3:17])=[O:14].F[C:19]1[CH:24]=[C:23]([F:25])[CH:22]=[CH:21][C:20]=1[N+:26]([O-:28])=[O:27]>CS(C)=O>[F:25][C:23]1[CH:22]=[CH:21][C:20]([N+:26]([O-:28])=[O:27])=[C:19]([CH:24]=1)[NH:1][C:2]1[S:6][C:5]2[CH:7]=[C:8]([O:11][CH3:12])[CH:9]=[CH:10][C:4]=2[C:3]=1[C:13]([O:15][CH2:16][CH3:17])=[O:14]. Procedure: In the same manner as in Starting Material Synthesis Example 4 and using ethyl 2-amino-6-methoxybenzo[b]thiophene-3-carboxylate, 2,4-difluoronitrobenzene and dimethyl sulfoxide, ethyl 2-(5-fluoro-2-nitroanilino)-6-methoxybenzo[b]thiophene-3-carboxylate is obtained. Procedure: To a hot solution of (R)-N-[5-methyl-8-(4-methylpiperazin-1-yl)-1,2,3,4-tetrahydro-2-naphthyl)-4-morpholinobenzamide (1.0 g, 2.2 mmol) in ethanol (50 mL) was added a hot solution of glycolic acid (200 mg, 2.6 mmol) in ethanol (10 mL). The solvent was concentrated in vacuo and to the remaining solution (20 mL) was boiling ethyl acetate added until the solution was cloudy. After boiling for a few minutes, the solution was cooled and put in the refrigerator over night. The crystals were filtered an... The reactants are CC1=C2CC[C@H](CC2=C(C=C1)N1CCN(CC1)C)NC(C1=CC=C(C=C1)N1CCOCC1)=O ((R)-N-[5-methyl-8-(4-methylpiperazin-1-yl)-1,2,3,4-tetrahydro-2-naphthyl)-4-morpholinobenzamide), C(CO)(=O)O (glycolic acid). As a reaction SMILES: [CH3:1][C:2]1[CH:11]=[CH:10][C:9]([N:12]2[CH2:17][CH2:16][N:15]([CH3:18])[CH2:14][CH2:13]2)=[C:8]2[C:3]=1[CH2:4][CH2:5][C@@H:6]([NH:19][C:20](=[O:33])[C:21]1[CH:26]=[CH:25][C:24]([N:27]3[CH2:32][CH2:31][O:30][CH2:29][CH2:28]3)=[CH:23][CH:22]=1)[CH2:7]2.[C:34]([OH:38])(=[O:37])[CH2:35][OH:36]>C(O)C>[C:34]([OH:38])(=[O:37])[CH2:35][OH:36].[CH3:1][C:2]1[CH:11]=[CH:10][C:9]([N:12]2[CH2:17][CH2:16][N:15]([CH3:18])[CH2:14][CH2:13]2)=[C:8]2[C:3]=1[CH2:4][CH2:5][C@@H:6]([NH:19][C:20](=[O:33])[C:21]1[CH:26]=[CH:25][C:24]([N:27]3[CH2:32][CH2:31][O:30][CH2:29][CH2:28]3)=[CH:23][CH:22]=1)[CH2:7]2 |f:3.4|. Solvent: C(C)O (ethanol), C(C)O (ethanol). The yield is 86.6%. Product: C(CO)(=O)O.CC1=C2CC[C@H](CC2=C(C=C1)N1CCN(CC1)C)NC(C1=CC=C(C=C1)N1CCOCC1)=O ((R)-N-[5-Methyl-8-(4-methylpiperazin-1-yl)-1,2,3,4-tetrahydro-2-naphthyl]-4-morpholinobenzamide Glycolate). Starting materials: Fc1cc(CBr)ccc1Br, CCO, N#C[Na], O. The product is N#CCc1ccc(Br)c(F)c1. As a reaction SMILES: [Br:4][c:5]1[c:6]([F:13])[cH:7][c:8]([CH2:11][Br:12])[cH:9][cH:10]1.[CH3:15][CH2:16][OH:17].[Na:1][C:2]#[N:3].[OH2:14]>>[C:2](#[N:3])[CH2:11][c:8]1[cH:7][c:6]([F:13])[c:5]([Br:4])[cH:10][cH:9]1. The reactants are C(Cl)Cl (methylene chloride), O1C(COC=2C(=NC=CC2)[N+](=O)[O-])C1 (3-(2,3-epoxy-propoxy)-2-nitropyridine), N1CCC(CC1)N1C(NCC1)=O (1-(4-piperidyl)-imidazolidin-2-one). The solvent is C(C)(C)O (isopropanol). Product: OC(CN1CCC(CC1)N1C(NCC1)=O)COC=1C(=NC=CC1)[N+](=O)[O-] (1-{1-[2-hydroxy-3-(2-nitro-3-pyridyloxy)-propyl]-4-piperidyl}-imidazolidin-2-one). RXN SMILES: [O:1]1[CH2:14][CH:2]1[CH2:3][O:4][C:5]1[C:6]([N+:11]([O-:13])=[O:12])=[N:7][CH:8]=[CH:9][CH:10]=1.[NH:15]1[CH2:20][CH2:19][CH:18]([N:21]2[CH2:25][CH2:24][NH:23][C:22]2=[O:26])[CH2:17][CH2:16]1.C(Cl)Cl>C(O)(C)C>[OH:1][CH:2]([CH2:3][O:4][C:5]1[C:6]([N+:11]([O-:13])=[O:12])=[N:7][CH:8]=[CH:9][CH:10]=1)[CH2:14][N:15]1[CH2:16][CH2:17][CH:18]([N:21]2[CH2:25][CH2:24][NH:23][C:22]2=[O:26])[CH2:19][CH2:20]1. Procedure details: A mixture of 46.0 g of 3-(2,3-epoxy-propoxy)-2-nitropyridine and 35.0 g of 1-(4-piperidyl)-imidazolidin-2-one in 500 ml of isopropanol is refluxed for 2 hours. Working up analogously to Example 1 using methylene chloride as the extracting agent yields crude 1-{1-[2-hydroxy-3-(2-nitro-3-pyridyloxy)-propyl]-4-piperidyl}-imidazolidin-2-one, which after recrystallisation from isopropanol melts at 154°-158°. Starting materials: BrC1=CC(=C(CC2(CCC2)C#N)C=C1)I (1-(4-bromo-2-iodobenzyl)cyclobutanecarbonitrile), BrC1=CC(=C(C=C1)CBr)I (4-bromo-1-(bromomethyl)-2-iodobenzene), BrC1=CC(=C(CC2(CCC2)C#N)C=C1)I (1-(4-bromo-2-iodobenzyl)cyclobutanecarbonitrile), C1(CC1)C#N (cyclopropanecarbonitrile). The product is BrC1=CC(=C(CC2(CC2)C#N)C=C1)I (1-(4-Bromo-2-iodobenzyl)cyclopropanecarbonitrile). Yield: 55.0%. Reaction SMILES: [Br:1][C:2]1[CH:14]=[CH:13][C:5]([CH2:6][C:7]2([C:11]#[N:12])[CH2:10][CH2:9]C2)=[C:4]([I:15])[CH:3]=1.C1(C#N)CC1.BrC1C=CC(CBr)=C(I)C=1>>[Br:1][C:2]1[CH:14]=[CH:13][C:5]([CH2:6][C:7]2([C:11]#[N:12])[CH2:10][CH2:9]2)=[C:4]([I:15])[CH:3]=1. Procedure: The title compound (2.1 g, 55% yield) was prepared as described for 1-(4-Bromo-2-iodobenzyl)cyclobutanecarbonitrile (Intermediate 37) starting from cyclopropanecarbonitrile (1.96 mL, 26.6 mmol) and 4-bromo-1-(bromomethyl)-2-iodobenzene (see Caruso, A.; Tovar, J., D. J. Org. Chem. 2011, 76, 2227-2239) (4.0 g, 10.6 mmol): 1H NMR (400 MHz, CDCl3) δ ppm 1.02-1.07 (m, 2 H), 1.33-1.37 (m, 2 H), 2.98 (s, 2 H), 7.35 (d, 1 H), 7.51 (dd, 1 H), 8.02 (d, 1H); MS (CI) m/z 362 [M+H]|. Reactants: C1CCOC1, COc1cccc2c1CCC2=O, CCOC(=O)CP(=O)(OCC)OCC, [H-], [Na+]. Yields the product CCOC(=O)C=C1CCc2c(OC)cccc21. As a reaction SMILES: [CH2:29]1[O:30][CH2:31][CH2:32][CH2:33]1.[CH3:17][O:18][c:19]1[c:20]2[c:24]([cH:25][cH:26][cH:27]1)[C:23](=[O:28])[CH2:22][CH2:21]2.[CH3:1][CH2:2][O:3][C:4](=[O:5])[CH2:6][P:7]([O:8][CH2:9][CH3:10])([O:11][CH2:12][CH3:13])=[O:14].[H-:16].[Na+:15]>>[CH3:1][CH2:2][O:3][C:4](=[O:5])[CH:6]=[C:23]1[CH2:22][CH2:21][c:20]2[c:19]([O:18][CH3:17])[cH:27][cH:26][cH:25][c:24]21.